Dataset: the Open Reaction Database (ORD), a public repository of structured organic reaction records. Task: describe an organic reaction: reactants, conditions, products, and yield Reactants: [BH4-], CC(C)(C)c1ccc(C=O)cc1, O=C([O-])[O-], CO, Cl, Cl, NCCc1ccc(F)c(F)c1, [K+], [K+], [Na+]. Product: CC(C)(C)c1ccc(CNCCc2ccc(F)c(F)c2)cc1. As a reaction SMILES: [BH4-:31].[C:1]([CH3:2])([CH3:3])([CH3:4])[c:5]1[cH:6][cH:7][c:8]([CH:9]=[O:10])[cH:11][cH:12]1.[C:25](=[O:26])([O-:27])[O-:28].[CH3:34][OH:35].[ClH:13].[ClH:33].[F:14][c:15]1[cH:16][c:17]([CH2:22][CH2:23][NH2:24])[cH:18][cH:19][c:20]1[F:21].[K+:29].[K+:30].[Na+:32]>>[C:1]([CH3:2])([CH3:3])([CH3:4])[c:5]1[cH:6][cH:7][c:8]([CH2:9][NH:24][CH2:23][CH2:22][c:17]2[cH:16][c:15]([F:14])[c:20]([F:21])[cH:19][cH:18]2)[cH:11][cH:12]1. The reactants are COC(C(=CC(N(C)CC1=CC(=C(C=C1)Cl)Cl)=O)O)=O ((3,4-Dichloro-benzyl-methyl-carbamoyl]-2-hydroxy-acrylic acid methyl ester), COC(C(=CC(N(C)CC1=CC(=C(C=C1)Cl)Cl)=O)O)=O ((3,4-Dichloro-benzyl-methyl-carbamoyl]-2-hydroxy-acrylic acid methyl ester), C=O (paraformaldehyde), CC(CN)N (methyl-ethane-1,2-diamine), ClC=1C=C(CN(C(=O)C=2CN(C(C2O)=O)C)C)C=CC1Cl (4-Hydroxy-1-methyl-5-oxo-2,5-dihydro-1H-pyrrole-3-carboxylic acid (3,4-dichloro-benzyl)-methyl amide). The product is ClC=1C=C(CN(C(=O)C=2CN(C(C2O)=O)CCNC)C)C=CC1Cl (4-Hydroxy-1-(2-methylamino-ethyl)-5-oxo-2,5-dihydro-1H-pyrrole-3-carboxylic acid (3,4-dichloro-benzyl)-methyl-amide). The yield is 4.0%. Reaction SMILES: COC(=O)C(O)=C[C:6](=O)[N:7](CC1C=CC(Cl)=C(Cl)C=1)[CH3:8].C=O.CC(N)CN.[Cl:28][C:29]1[CH:30]=[C:31]([CH:45]=[CH:46][C:47]=1[Cl:48])[CH2:32][N:33]([CH3:44])[C:34]([C:36]1[CH2:37][N:38]([CH3:43])[C:39](=[O:42])[C:40]=1[OH:41])=[O:35]>>[Cl:28][C:29]1[CH:30]=[C:31]([CH:45]=[CH:46][C:47]=1[Cl:48])[CH2:32][N:33]([CH3:44])[C:34]([C:36]1[CH2:37][N:38]([CH2:43][CH2:6][NH:7][CH3:8])[C:39](=[O:42])[C:40]=1[OH:41])=[O:35]. Reported procedure: 3-[(3,4-Dichloro-benzyl-methyl-carbamoyl]-2-hydroxy-acrylic acid methyl ester (Compound 12-B) was treated with paraformaldehyde and methyl-ethane-1,2-diamine as described in the preparation of Compound 12. The title compound was triturated with EtOAc to give a white solid (7.8 mg, 4% yield). 1H NMR (300 MHz, CDCl3) δ: 9.14, (bs, 1H), 7.40, (d, 1H, J=8.05), 7.34 (s, 1H), 7.11 (dd, 1H, J=8.05, J=1.10), 4.58, (s, 2H), 4.34, (s, 2H), 3.94 (m, 2H), 3.25 (m, 2H), 3.03 (s, 3H), 2.78 (s, 3H). HRMS (M+H)... Reactants: CS(=O)(=O)Oc1ccc(CCO)cc1, ClCCl, O=C(N=NC(=O)N1CCCCC1)N1CCCCC1, O=C1OC(Cc2ccc(O)cc2)C(=O)N1C(c1ccccc1)(c1ccccc1)c1ccccc1, c1ccc(P(c2ccccc2)c2ccccc2)cc1. Product: CS(=O)(=O)Oc1ccc(CCOc2ccc(CC3OC(=O)N(C(c4ccccc4)(c4ccccc4)c4ccccc4)C3=O)cc2)cc1. RXN SMILES: [CH3:35][S:36](=[O:37])(=[O:38])[O:39][c:40]1[cH:41][cH:42][c:43]([CH2:46][CH2:47][OH:48])[cH:44][cH:45]1.[Cl:86][CH2:87][Cl:88].[N:49]([C:50]([N:51]1[CH2:52][CH2:53][CH2:54][CH2:55][CH2:56]1)=[O:57])=[N:58][C:59]([N:60]1[CH2:61][CH2:62][CH2:63][CH2:64][CH2:65]1)=[O:66].[c:1]1([C:7]([N:8]2[C:9](=[O:22])[O:10][CH:11]([CH2:14][c:15]3[cH:16][cH:17][c:18]([OH:21])[cH:19][cH:20]3)[C:12]2=[O:13])([c:23]2[cH:24][cH:25][cH:26][cH:27][cH:28]2)[c:29]2[cH:30][cH:31][cH:32][cH:33][cH:34]2)[cH:2][cH:3][cH:4][cH:5][cH:6]1.[c:67]1([P:68]([c:69]2[cH:70][cH:71][cH:72][cH:73][cH:74]2)[c:75]2[cH:76][cH:77][cH:78][cH:79][cH:80]2)[cH:81][cH:82][cH:83][cH:84][cH:85]1>>[c:1]1([C:7]([N:8]2[C:9](=[O:22])[O:10][CH:11]([CH2:14][c:15]3[cH:16][cH:17][c:18]([O:21][CH2:47][CH2:46][c:43]4[cH:42][cH:41][c:40]([O:39][S:36]([CH3:35])(=[O:37])=[O:38])[cH:45][cH:44]4)[cH:19][cH:20]3)[C:12]2=[O:13])([c:23]2[cH:24][cH:25][cH:26][cH:27][cH:28]2)[c:29]2[cH:30][cH:31][cH:32][cH:33][cH:34]2)[cH:2][cH:3][cH:4][cH:5][cH:6]1.